describe an organic reaction: reactants, conditions, products, and yield From a dataset of the Open Reaction Database (ORD), a public repository of structured organic reaction records. The reactants are BrC(Br)(Br)Br, CCCCCC1CCC(C=CCO)CC1, ClCCl, c1ccc(P(c2ccccc2)c2ccccc2)cc1. Yields the product CCCCCC1CCC(C=CCBr)CC1. As a reaction SMILES: [Br:35][C:36]([Br:37])([Br:38])[Br:39].[CH2:1]([CH2:2][CH2:3][CH2:4][CH3:5])[CH:6]1[CH2:7][CH2:8][CH:9]([CH:12]=[CH:13][CH2:14][OH:15])[CH2:10][CH2:11]1.[Cl:40][CH2:41][Cl:42].[c:16]1([P:17]([c:18]2[cH:19][cH:20][cH:21][cH:22][cH:23]2)[c:24]2[cH:25][cH:26][cH:27][cH:28][cH:29]2)[cH:30][cH:31][cH:32][cH:33][cH:34]1>>[CH2:1]([CH2:2][CH2:3][CH2:4][CH3:5])[CH:6]1[CH2:7][CH2:8][CH:9]([CH:12]=[CH:13][CH2:14][Br:35])[CH2:10][CH2:11]1. Reactants: CCCCCC(O)c1cccc(OCc2ccccc2C(=O)OC)c1, CO, [Na+], [OH-]. The product is CCCCCC(O)c1cccc(OCc2ccccc2C(=O)O)c1. As a reaction SMILES: [CH3:1][O:2][C:3]([c:4]1[c:5]([CH2:10][O:11][c:12]2[cH:13][c:14]([CH:18]([CH2:19][CH2:20][CH2:21][CH2:22][CH3:23])[OH:24])[cH:15][cH:16][cH:17]2)[cH:6][cH:7][cH:8][cH:9]1)=[O:25].[CH3:28][OH:29].[Na+:27].[OH-:26]>>[O:2]=[C:3]([c:4]1[c:5]([CH2:10][O:11][c:12]2[cH:13][c:14]([CH:18]([CH2:19][CH2:20][CH2:21][CH2:22][CH3:23])[OH:24])[cH:15][cH:16][cH:17]2)[cH:6][cH:7][cH:8][cH:9]1)[OH:25]. Reactants: O (water), C([O-])([O-])=O.[K+].[K+] (Potassium carbonate), Cl.ClCCN1CCOCC1 (4-(2-chloroethyl)morpholine hydrochloride), OC1=CC=C(C(=O)OC)C=C1 (Methyl 4-hydroxybenzoate). Solvent: C(C)(=O)OCC (ethyl acetate), CN(C=O)C (N,N-dimethylformamide). Reaction conditions: time 5 day. Product: N1(CCOCC1)CCOC1=CC=C(C(=O)OC)C=C1 (methyl 4-(2-morpholin-4-ylethoxy)benzoate). Isolated yield 95.9%. Reaction SMILES: [OH:1][C:2]1[CH:11]=[CH:10][C:5]([C:6]([O:8][CH3:9])=[O:7])=[CH:4][CH:3]=1.C(=O)([O-])[O-].[K+].[K+].Cl.Cl[CH2:20][CH2:21][N:22]1[CH2:27][CH2:26][O:25][CH2:24][CH2:23]1.O>CN(C)C=O.C(OCC)(=O)C>[N:22]1([CH2:21][CH2:20][O:1][C:2]2[CH:3]=[CH:4][C:5]([C:6]([O:8][CH3:9])=[O:7])=[CH:10][CH:11]=2)[CH2:27][CH2:26][O:25][CH2:24][CH2:23]1 |f:1.2.3,4.5|. Procedure: Methyl 4-hydroxybenzoate (10 g, 66 mmoles) was dissolved in N,N-dimethylformamide (200 mL). Potassium carbonate (45 g, 0.33 moles) and 4-(2-chloroethyl)morpholine hydrochloride (18.3 g, 99 mmoles) were added and the resulting mixture was stirred vigorously at room temperature for 5 days. The reaction mixture was poured into water (500 mL) and extraction with ethyl acetate (2×250 mL), washing of the combined organic phases with water (200 mL), drying over MgSO4 and evaporation afforded 16.8 g (96... The reactants are CO, COC(=O)c1nscc1C, NN, O. Yields the product Cc1csnc1C(=O)NN. Reaction SMILES: [CH3:14][OH:15].[CH3:1][c:2]1[c:3]([C:7]([O:9][CH3:8])=[O:10])[n:4][s:5][cH:6]1.[NH2:12][NH2:13].[OH2:11]>>[CH3:1][c:2]1[c:3]([C:7](=[O:9])[NH:12][NH2:13])[n:4][s:5][cH:6]1. Reactants: C(C)(C)(C)NNC(C1=CC=CC=C1)=O (N'-t-butyl-N-benzoylhydrazine), FC(\C(=C/C(=O)Cl)\C)(F)F (beta-trifluoromethylcrotonyl chloride), C(C(=O)Cl)(=O)Cl (oxalyl chloride), FC(\C(=C/C(=O)O)\C)(F)F (beta-trifluoromethylcrotonic acid). Solvent: C1(=CC=CC=C1)C (toluene), C1(=CC=CC=C1)C (toluene). Run at time 30 minute. Yields the product C(C)(C)(C)N(NC(C1=CC=CC=C1)=O)C(\C=C(\C)/C(F)(F)F)=O (N'-t-butyl-N-benzoyl-N'-(beta-trifluoromethylcrotonyl)hydrazine). RXN SMILES: [C:1]([NH:5][NH:6][C:7](=[O:14])[C:8]1[CH:13]=[CH:12][CH:11]=[CH:10][CH:9]=1)([CH3:4])([CH3:3])[CH3:2].[F:15][C:16]([F:24])([F:23])/[C:17](/[CH3:22])=[CH:18]\[C:19](Cl)=[O:20].C(Cl)(=O)C(Cl)=O.FC(F)(F)/C(/C)=C\C(O)=O>C1(C)C=CC=CC=1>[C:1]([N:5]([C:19](=[O:20])/[CH:18]=[C:17](\[C:16]([F:24])([F:23])[F:15])/[CH3:22])[NH:6][C:7](=[O:14])[C:8]1[CH:9]=[CH:10][CH:11]=[CH:12][CH:13]=1)([CH3:4])([CH3:2])[CH3:3]. Reported procedure: N'-t-butyl-N-benzoylhydrazine (1.0 g,) in 2 ml toluene was added dropwise to a solution of beta-trifluoromethylcrotonyl chloride (prepared by addition of oxalyl chloride (1.3 g) to a solution of 1.5 g beta-trifluoromethylcrotonic acid in 5 ml toluene at 23° C.). After 30 minutes at 23° C., the reaction mixture was partitioned between saturated aqueous sodium bicarbonate (20 ml) and ether (20 ml). The ether layer was evaporated under reduced pressure to about 10 ml and the excess hydrazine was re... Reactants: ClN1C(CCC1=O)=O (N-chlorosuccinimide), [Si](C1=CC=CC=C1)(C1=CC=CC=C1)(C(C)(C)C)OCCCOC1C(C(C(CC1O[Si](C1=CC=CC=C1)(C1=CC=CC=C1)C(C)(C)C)=C(C)O)=C)O[Si](C1=CC=CC=C1)(C1=CC=CC=C1)C(C)(C)C ((4-(3-tert-butyldiphenylsilyloxypropoxy)-3,5-bis-(tert -butyldiphenylsilyloxy)-2-methylenecyclohexylidene) ethanol), CSC (dimethyl sulfide), [Cl-].[Na+] (sodium chloride). Solvent: C(Cl)Cl (methylene chloride), C(C)OCC (diethyl ether), C(Cl)Cl (methylene chloride). Reaction conditions: temperature -25 celsius. The product is [Si](C1=CC=CC=C1)(C1=CC=CC=C1)(C(C)(C)C)OCCCOC1C(C(C(CC1O[Si](C1=CC=CC=C1)(C1=CC=CC=C1)C(C)(C)C)=CCCl)=C)O[Si](C1=CC=CC=C1)(C1=CC=CC=C1)C(C)(C)C ((4-(3-tert-butyldiphenylsilyloxypropoxy)-3,5-bis-(tert-butyldiphenylsilyloxy)-2-methylenecyclohexylidene)ethyl chloride). Yield: 95.3%. RXN SMILES: [Cl:1]N1C(=O)CCC1=O.CSC.[Si:12]([O:29][CH2:30][CH2:31][CH2:32][O:33][CH:34]1[CH:39]([O:40][Si:41]([C:54]([CH3:57])([CH3:56])[CH3:55])([C:48]2[CH:53]=[CH:52][CH:51]=[CH:50][CH:49]=2)[C:42]2[CH:47]=[CH:46][CH:45]=[CH:44][CH:43]=2)[CH2:38][C:37](=[C:58](O)[CH3:59])[C:36](=[CH2:61])[CH:35]1[O:62][Si:63]([C:76]([CH3:79])([CH3:78])[CH3:77])([C:70]1[CH:75]=[CH:74][CH:73]=[CH:72][CH:71]=1)[C:64]1[CH:69]=[CH:68][CH:67]=[CH:66][CH:65]=1)([C:25]([CH3:28])([CH3:27])[CH3:26])([C:19]1[CH:24]=[CH:23][CH:22]=[CH:21][CH:20]=1)[C:13]1[CH:18]=[CH:17][CH:16]=[CH:15][CH:14]=1.[Cl-].[Na+]>C(Cl)Cl.C(OCC)C>[Si:12]([O:29][CH2:30][CH2:31][CH2:32][O:33][CH:34]1[CH:39]([O:40][Si:41]([C:54]([CH3:57])([CH3:56])[CH3:55])([C:48]2[CH:53]=[CH:52][CH:51]=[CH:50][CH:49]=2)[C:42]2[CH:47]=[CH:46][CH:45]=[CH:44][CH:43]=2)[CH2:38][C:37](=[CH:58][CH2:59][Cl:1])[C:36](=[CH2:61])[CH:35]1[O:62][Si:63]([C:76]([CH3:79])([CH3:78])[CH3:77])([C:70]1[CH:75]=[CH:74][CH:73]=[CH:72][CH:71]=1)[C:64]1[CH:69]=[CH:68][CH:67]=[CH:66][CH:65]=1)([C:25]([CH3:28])([CH3:27])[CH3:26])([C:19]1[CH:24]=[CH:23][CH:22]=[CH:21][CH:20]=1)[C:13]1[CH:18]=[CH:17][CH:16]=[CH:15][CH:14]=1 |f:3.4|. Procedure details: N-chlorosuccinimide (140 mg) was suspended in 10 ml of methylene chloride, and 74 mg of dimethyl sulfide was added at 0° C. The mixture was stirred, and cooled to -25° C. A solution of 958 mg of (4-(3-tert-butyldiphenylsilyloxypropoxy)-3,5-bis-(tert -butyldiphenylsilyloxy)-2-methylenecyclohexylidene) ethanol in 2 ml of methylene chloride was added dropwise, followed by stirring at 0° C. for 2 hours. A sodium chloride aqueous solution was added to the reaction mixture, and extraction was conducte... The reactants are FC(C(=O)O)(F)F (trifluoroacetic acid), C(C)(C)(C)OC(=O)N1C(OC[C@@H]1C[C@H](C)OC1=CC=C(C=C1)Cl)(C)C ((S)-4-[(S)-2-(4-chloro-phenoxy)-propyl]-2,2-dimethyl-oxazolidine-3-carboxylic acid tert-butyl ester). The solvent is O (water), C(C)#N (acetonitrile), C(C)(=O)OCC (ethyl acetate). Reaction conditions: temperature 80 celsius. The product is N[C@H](CO)C[C@H](C)OC1=CC=C(C=C1)Cl ((2S,4S)-2-amino-4-(4-chloro-phenoxy)-pentan-1-ol). Yield: 91.3%. RXN SMILES: FC(F)(F)C(O)=O.C(OC([N:15]1[C@@H:19]([CH2:20][C@@H:21]([O:23][C:24]2[CH:29]=[CH:28][C:27]([Cl:30])=[CH:26][CH:25]=2)[CH3:22])[CH2:18][O:17]C1(C)C)=O)(C)(C)C>O.C(#N)C.C(OCC)(=O)C>[NH2:15][C@@H:19]([CH2:20][C@@H:21]([O:23][C:24]1[CH:25]=[CH:26][C:27]([Cl:30])=[CH:28][CH:29]=1)[CH3:22])[CH2:18][OH:17]. Procedure: To a solution of trifluoroacetic acid (0.85 ml) in water (18 ml) was added dropwise a solution of (S)-4-[(S)-2-(4-chloro-phenoxy)-propyl]-2,2-dimethyl-oxazolidine-3-carboxylic acid tert-butyl ester (1.34 g) in acetonitrile (3 ml). The mixture was heated for 4 h at 80° C. with mechanical shaking. The mixture was then cooled to room temperature and diluted with ethyl acetate. The mixture was washed with aq. sodium bicarbonate solution and then the organic phase was separated, dried over sodium sul...